This data is from the Open Reaction Database (ORD), a public repository of structured organic reaction records. The task is: describe an organic reaction: reactants, conditions, products, and yield As a reaction SMILES: [F:1][CH:2]([F:37])[C:3]1[N:7]([C:8]2[N:13]=[C:12]([N:14]3[CH2:19][CH2:18][O:17][CH2:16][CH2:15]3)[N:11]=[C:10]([N:20]3[CH2:25][CH2:24][N:23]([S:26]([CH:29]=[CH2:30])(=[O:28])=[O:27])[CH2:22][CH2:21]3)[N:9]=2)[C:6]2[CH:31]=[CH:32][CH:33]=[C:34]([O:35][CH3:36])[C:5]=2[N:4]=1.[NH:38]1[CH2:43][CH2:42][S:41][CH2:40][CH2:39]1>C1COCC1>[F:37][CH:2]([F:1])[C:3]1[N:7]([C:8]2[N:13]=[C:12]([N:14]3[CH2:15][CH2:16][O:17][CH2:18][CH2:19]3)[N:11]=[C:10]([N:20]3[CH2:21][CH2:22][N:23]([S:26]([CH2:29][CH2:30][N:38]4[CH2:43][CH2:42][S:41][CH2:40][CH2:39]4)(=[O:28])=[O:27])[CH2:24][CH2:25]3)[N:9]=2)[C:6]2[CH:31]=[CH:32][CH:33]=[C:34]([O:35][CH3:36])[C:5]=2[N:4]=1. Reactants: FC(C1=NC2=C(N1C1=NC(=NC(=N1)N1CCOCC1)N1CCN(CC1)S(=O)(=O)C=C)C=CC=C2OC)F (2-(difluoromethyl)-4-methoxy-1-{4-(4-morpholinyl)-6-[4-(vinylsulfonyl)-1-piperazinyl]-1,3,5-triazin-2-yl}-1H-benzimidazole), N1CCSCC1 (thiomorpholine), N1CCSCC1 (thiomorpholine). Run in C1CCOC1 (THF). Yield: 84.0%. Conditions: time 3 day. Reported procedure: A mixture of 2-(difluoromethyl)-4-methoxy-1-{4-(4-morpholinyl)-6-[4-(vinylsulfonyl)-1-piperazinyl]-1,3,5-triazin-2-yl}-1H-benzimidazole (Example 3) (180 mg, 0.335 mmol), thiomorpholine (0.17 mL, 1.68 mmol) in THF (50 mL) was stirred at room temperature for 3 days and then at reflux for 3 hrs. The solvent was removed under vacuum and the residue was dissolved in dioxane (30 mL) and additional thiomorpholine (0.17 mL, 1.68 mmol) was added. The reaction mixture was refluxed for 2 days. The solvent ... Product: FC(C1=NC2=C(N1C1=NC(=NC(=N1)N1CCOCC1)N1CCN(CC1)S(=O)(=O)CCN1CCSCC1)C=CC=C2OC)F (2-(difluoromethyl)-4-methoxy-1-[4-(4-morpholinyl)-6-(4-{[2-(4-thiomorpholinyl)ethyl]sulfonyl}-1-piperazinyl)-1,3,5-triazin-2-yl]-1H-benzimidazole). Reactants: CC(C)=CCOC(=O)C=[N+]=[N-], C1COCCO1. The product is CC1(C)C2COC(=O)C21. Reaction SMILES: [N+:1](=[N-:2])=[CH:3][C:4](=[O:5])[O:6][CH2:7][CH:8]=[C:9]([CH3:10])[CH3:11].[O:12]1[CH2:13][CH2:14][O:15][CH2:16][CH2:17]1>>[CH:3]12[C:4](=[O:5])[O:6][CH2:7][CH:8]1[C:9]2([CH3:10])[CH3:11]. The reactants are C1(=CC=CC=C1)C=1SC(=C(N1)C1=CC=CC=C1)NC(NC1=CC=CC=C1)=O (3-(2,4-diphenylthiazol-5-yl)-1-phenylurea). The solvent is C(C)(=O)OCC (ethyl acetate). Conditions: temperature 300 celsius. Product: C1(=CC=CC=C1)C=1SC=2NC(C=3C=CC=CC3C2N1)=O (2-Phenylthiazolo[5,4-c]isoquinolin-5(4H)-one). Isolated yield 62.0%. Reaction SMILES: [C:1]1([C:7]2[S:8][C:9]([NH:18][C:19](=[O:27])NC3C=CC=CC=3)=[C:10]([C:12]3[CH:17]=[CH:16][CH:15]=[CH:14][CH:13]=3)[N:11]=2)[CH:6]=[CH:5][CH:4]=[CH:3][CH:2]=1>C(OCC)(=O)C>[C:1]1([C:7]2[S:8][C:9]3[NH:18][C:19](=[O:27])[C:13]4[CH:14]=[CH:15][CH:16]=[CH:17][C:12]=4[C:10]=3[N:11]=2)[CH:6]=[CH:5][CH:4]=[CH:3][CH:2]=1. Procedure: 15 Grams of crude 3-(2,4-diphenylthiazol-5-yl)-1-phenylurea (m.p. 240°-260° C.), prepared following substantially the procedure described in the first part of Example 5, is heated to 300° C. on a metal bath and maintained at this temperature for about 8 minutes. The reaction mass is then cooled and sludged with ethyl acetate. On crystallization from dimethylformamide, 6.95 g of the title compound is obtained. M.p. >310° C.; yield 62%. Starting materials: N#Cc1ccc(F)cc1, N#Cc1ccc(Cn2cncn2)cc1. The product is N#Cc1ccc(C(c2ccc(C#N)cc2)n2cncn2)cc1. RXN SMILES: [F:15][c:16]1[cH:17][cH:18][c:19]([C:20]#[N:21])[cH:22][cH:23]1.[n:1]1([CH2:6][c:7]2[cH:8][cH:9][c:10]([C:11]#[N:12])[cH:13][cH:14]2)[n:2][cH:3][n:4][cH:5]1>>[n:1]1([CH:6]([c:7]2[cH:8][cH:9][c:10]([C:11]#[N:12])[cH:13][cH:14]2)[c:16]2[cH:17][cH:18][c:19]([C:20]#[N:21])[cH:22][cH:23]2)[n:2][cH:3][n:4][cH:5]1. Reactants: NCC(O)c1cc(C(N)=O)c2[nH]ccc2c1, CC(=O)Nc1ccc(S(=O)(=O)Nc2ccc(N3CCC(=O)CC3)cc2)cc1. The product is CC(=O)Nc1ccc(S(=O)(=O)Nc2ccc(N3CCC(NCC(O)c4cc(C(N)=O)c5[nH]ccc5c4)CC3)cc2)cc1. As a reaction SMILES: [NH2:28][CH2:29][CH:30]([OH:31])[c:32]1[cH:33][c:34]2[cH:35][cH:36][nH:37][c:38]2[c:39]([C:41](=[O:42])[NH2:43])[cH:40]1.[O:1]=[C:2]1[CH2:3][CH2:4][N:5]([c:8]2[cH:9][cH:10][c:11]([NH:14][S:15](=[O:16])(=[O:17])[c:18]3[cH:19][cH:20][c:21]([NH:24][C:25]([CH3:26])=[O:27])[cH:22][cH:23]3)[cH:12][cH:13]2)[CH2:6][CH2:7]1>>[CH:2]1([NH:28][CH2:29][CH:30]([OH:31])[c:32]2[cH:33][c:34]3[cH:35][cH:36][nH:37][c:38]3[c:39]([C:41](=[O:42])[NH2:43])[cH:40]2)[CH2:3][CH2:4][N:5]([c:8]2[cH:9][cH:10][c:11]([NH:14][S:15](=[O:16])(=[O:17])[c:18]3[cH:19][cH:20][c:21]([NH:24][C:25]([CH3:26])=[O:27])[cH:22][cH:23]3)[cH:12][cH:13]2)[CH2:6][CH2:7]1. The reactants are C(C)(C)(C)OC(=O)N1CC(C1)OC1=C(C=CC(=C1)Br)C=O (3-(5-bromo-2-formyl-phenoxy)-azetidine-1-carboxylic acid tert-butyl ester), C1=CC(=CC(=C1)Cl)C(=O)OO (m-CPBA), Na2S2O5. The solvent is C(Cl)Cl (CH2Cl2). Conditions: time 15 hour. Product: C(C)(C)(C)OC(=O)N1CC(C1)OC1=C(C=CC(=C1)Br)O (3-(5-Bromo-2-hydroxy-phenoxy)-azetidine-1-carboxylic acid tert-butyl ester). As a reaction SMILES: [C:1]([O:5][C:6]([N:8]1[CH2:11][CH:10]([O:12][C:13]2[CH:18]=[C:17]([Br:19])[CH:16]=[CH:15][C:14]=2C=O)[CH2:9]1)=[O:7])([CH3:4])([CH3:3])[CH3:2].C1C=C(Cl)C=C(C(OO)=[O:30])C=1>C(Cl)Cl>[C:1]([O:5][C:6]([N:8]1[CH2:11][CH:10]([O:12][C:13]2[CH:18]=[C:17]([Br:19])[CH:16]=[CH:15][C:14]=2[OH:30])[CH2:9]1)=[O:7])([CH3:4])([CH3:3])[CH3:2]. Procedure details: To a CH2Cl2 (280 mL) solution of the title compound of Step B (24.7 g, 69.4 mmol) was added 77% m-CPBA (23.3 g, 104 mmol). After 15 h, 10% Na2S2O5 (aq.) was added and the solution allowed to stir until the aqueous was KI paper negative then extracted with CH2Cl2 (2×). The combined organic layers were washed with saturated NaHCO3 (aq.), concentrated and treated with MeOH (220 mL) and 1N NaOH (220 mL). After 15 h, the reaction was partially concentrated to remove the MeOH, acidified with 1M KHSO4 ... Reactants: C(CC)N(C(COCC1OC(CC1)COCC=C)=O)CCC (N,N-dipropyl-2-[[tetrahydro-5-[(2-propenyloxy)methyl]-2-furanyl]methoxy]acetamide), ClC=1C=C(C(=O)O)C=CC1 (m-chlorobenzoic acid). Run in C(Cl)Cl (methylene chloride). Reaction conditions: time 72 hour. Product: C(CC)N(C(COCC1OC(CC1)COCC1OC1)=O)CCC (N,N-Dipropyl-2-[[tetrahydro-5-[(oxiranylmethoxy)methyl]-2-furanyl]methoxy]acetamide). Isolated yield 92.2%. As a reaction SMILES: [CH2:1]([N:4]([CH2:20][CH2:21][CH3:22])[C:5](=[O:19])[CH2:6][O:7][CH2:8][CH:9]1[CH2:13][CH2:12][CH:11]([CH2:14][O:15][CH2:16][CH:17]=[CH2:18])[O:10]1)[CH2:2][CH3:3].ClC1C=C(C=CC=1)C(O)=[O:28]>C(Cl)Cl>[CH2:20]([N:4]([CH2:1][CH2:2][CH3:3])[C:5](=[O:19])[CH2:6][O:7][CH2:8][CH:9]1[CH2:13][CH2:12][CH:11]([CH2:14][O:15][CH2:16][CH:17]2[CH2:18][O:28]2)[O:10]1)[CH2:21][CH3:22]. Reported procedure: 5.0 g of N,N-dipropyl-2-[[tetrahydro-5-[(2-propenyloxy)methyl]-2-furanyl]methoxy]acetamide (0.016 mole) is dissolved in 300 ml of methylene chloride and 3.20 g of m-chlorobenzoic acid (1 equivalent @ 85% tech) is added at room temperature. The mixture is then stirred at 30° for 72 hours under nitrogen. The precipitated m-chlorobenzoic acid is removed via filtration. The methylene chloride mixture is then washed with 2×200 ml portions of saturated potassium carbonate solution and dried over anhyd...